This data is from the Open Reaction Database (ORD), a public repository of structured organic reaction records. The task is: describe an organic reaction: reactants, conditions, products, and yield Reactants: [Mg] (magnesium), O([Si](C)(C)C(C)(C)C)CCCBr (3-(t-butyldimethylsiloxy)propyl bromide), C1OC=2C(=CC3=C(C=CC=4C5=CC=C(C(=C5C(N(C34)C)OCC)OCC3=CC=CC=C3)OC)C2)O1 (2,3-(methylenedioxy)-5-methyl-6-ethoxy-7-benzyloxy-8-methoxy-5,6-dihydrobenzo[c]phenanthridine), [Cl-].[NH4+] (ammonium chloride). Reagents/catalysts: BrCCBr (1,2-dibromoethane). Run in O1CCCC1 (tetrahydrofuran), II (iodine), O1CCCC1 (tetrahydrofuran), O1CCCC1 (tetrahydrofuran). The product is C1OC=2C(=CC3=C(C=CC=4C5=CC=C(C(=C5C(N(C34)C)CCCO[Si](C)(C)C(C)(C)C)OCC3=CC=CC=C3)OC)C2)O1 (2,3-(methylenedioxy)-5-methyl-6-[3-(t-butyldimethylsiloxy)propyl]-7-benzyloxy-8-methoxy-5,6-dihydrobenzo[c]phenanthridine). Isolated yield 85.2%. Reaction SMILES: [Mg].[O:2]([CH2:10][CH2:11][CH2:12]Br)[Si:3]([C:6]([CH3:9])([CH3:8])[CH3:7])([CH3:5])[CH3:4].[CH2:14]1[O:48][C:17]2=[CH:18][C:19]3[C:32]4[N:31]([CH3:33])[CH:30](OCC)[C:29]5[C:24](=[CH:25][CH:26]=[C:27]([O:45][CH3:46])[C:28]=5[O:37][CH2:38][C:39]5[CH:44]=[CH:43][CH:42]=[CH:41][CH:40]=5)[C:23]=4[CH:22]=[CH:21][C:20]=3[CH:47]=[C:16]2[O:15]1.[Cl-].[NH4+]>O1CCCC1.II.BrCCBr>[CH2:14]1[O:48][C:17]2=[CH:18][C:19]3[C:32]4[N:31]([CH3:33])[CH:30]([CH2:12][CH2:11][CH2:10][O:2][Si:3]([C:6]([CH3:9])([CH3:8])[CH3:7])([CH3:5])[CH3:4])[C:29]5[C:24](=[CH:25][CH:26]=[C:27]([O:45][CH3:46])[C:28]=5[O:37][CH2:38][C:39]5[CH:44]=[CH:43][CH:42]=[CH:41][CH:40]=5)[C:23]=4[CH:22]=[CH:21][C:20]=3[CH:47]=[C:16]2[O:15]1 |f:3.4|. Procedure details: In a dry flask, a piece of magnesium (0.468 g, 19.3 mmols) was charged, and tetrahydrofuran (15 mL) was added thereto. A solution of 3-(t-butyldimethylsiloxy)propyl bromide (2.36 g, 9.63 mmols) in tetrahydrofuran (15 mL), iodine (a few pieces) and 1,2-dibromoethane (a few drops) were added portionwise to the mixture. The resulting mixture was stirred at room temperature for an hour. A solution of 2,3-(methylenedioxy)-5-methyl-6-ethoxy-7-benzyloxy-8-methoxy-5,6-dihydrobenzo[c]phenanthridine (1.01... Starting materials: C([O-])([O-])=O.[K+].[K+] (potassium carbonate), OC1=C(C=O)C=CC(=C1)OCOC (2-hydroxy-4-methoxymethyloxy-benzaldehyde), C(C1=CC=CC=C1)Br (Benzylbromide). The solvent is C(C)#N (acetonitrile). Run at time 1 hour. Product: C(C1=CC=CC=C1)OC1=C(C=O)C=CC(=C1)OCOC (2-Benzyloxy-4-methoxymethyloxy-benzaldehyde). The yield is 80.1%. Reaction SMILES: C(=O)([O-])[O-].[K+].[K+].[OH:7][C:8]1[CH:15]=[C:14]([O:16][CH2:17][O:18][CH3:19])[CH:13]=[CH:12][C:9]=1[CH:10]=[O:11].[CH2:20](Br)[C:21]1[CH:26]=[CH:25][CH:24]=[CH:23][CH:22]=1>C(#N)C>[CH2:20]([O:7][C:8]1[CH:15]=[C:14]([O:16][CH2:17][O:18][CH3:19])[CH:13]=[CH:12][C:9]=1[CH:10]=[O:11])[C:21]1[CH:26]=[CH:25][CH:24]=[CH:23][CH:22]=1 |f:0.1.2|. Procedure details: Oven-dried potassium carbonate (0.272 g, 2 mmol) was added to a solution of 2-hydroxy-4-methoxymethyloxy-benzaldehyde (0.182 g, 1 mmol) in 10 mL of acetonitrile and the mixture was stirred for one hour at RT. Benzylbromide (0.24 mL, 2 mmol) was added and the mixture was refluxed for 10 hours. After disappearance of 2-hydroxy-4-methoxymethy-benzaldehyde (TLC), the solvent was evaporated. The residue was chromatographed over silica using hexanes:EtOAC (5:1). The organic fractions were evaporated t... Yields the product CCc1c(N)cccc1CO. RXN SMILES: [Al+3:15].[CH2:21]1[O:22][CH2:23][CH2:24][CH2:25]1.[H-:14].[H-:17].[H-:18].[H-:19].[Li+:16].[NH2:1][c:2]1[c:3]([CH2:12][CH3:13])[c:4]([C:5](=[O:6])[O:7][CH3:8])[cH:9][cH:10][cH:11]1.[OH2:20]>>[NH2:1][c:2]1[c:3]([CH2:12][CH3:13])[c:4]([CH2:5][OH:6])[cH:9][cH:10][cH:11]1. The reactants are [Al+3], C1CCOC1, [H-], [H-], [H-], [H-], [Li+], CCc1c(N)cccc1C(=O)OC, O. Reactants: C(C(=O)N1C=NC=C1)(=O)N1C=NC=C1 (1,1′-oxalyldiimidazole), CN1N=CC(=C1NC(C1=CC=CC=C1)(C1=CC=CC=C1)C1=CC=CC=C1)N (1-methyl-N5-trityl-1H-pyrazole-4,5-diamine), N(CCNC(OC(C)(C)C)=O)CCNC(OC(C)(C)C)=O (di-tert-butyl [iminobis(2,1-ethanediyl)]biscarbamate), C(C)(=O)OCC (ethyl acetate). The solvent is CN(C=O)C (N,N-dimethylformamide), CN(C=O)C (N,N-dimethylformamide), C(Cl)Cl (methylene chloride). Conditions: time 1 hour. Yields the product CN1N=CC(=C1NC(C1=CC=CC=C1)(C1=CC=CC=C1)C1=CC=CC=C1)C(C(=O)N(CCNC(OC(C)(C)C)=O)CCNC(OC(C)(C)C)=O)=O (di-tert-butyl [({2-[1-methyl-5-(tritylamino)-1H-pyrazol-4-yl]-2-oxoacetyl}imino)bis(2,1-ethanediyl)]biscarbamate). Yield: 64.1%. As a reaction SMILES: [C:1](N1C=CN=C1)(=[O:9])[C:2](N1C=CN=C1)=[O:3].[CH3:15][N:16]1[C:20]([NH:21][C:22]([C:35]2[CH:40]=[CH:39][CH:38]=[CH:37][CH:36]=2)([C:29]2[CH:34]=[CH:33][CH:32]=[CH:31][CH:30]=2)[C:23]2[CH:28]=[CH:27][CH:26]=[CH:25][CH:24]=2)=[C:19](N)[CH:18]=[N:17]1.[NH:42]([CH2:53][CH2:54][NH:55][C:56](=[O:62])[O:57][C:58]([CH3:61])([CH3:60])[CH3:59])[CH2:43][CH2:44][NH:45][C:46](=[O:52])[O:47][C:48]([CH3:51])([CH3:50])[CH3:49].C(OCC)(=O)C>CN(C)C=O.C(Cl)Cl>[CH3:15][N:16]1[C:20]([NH:21][C:22]([C:35]2[CH:40]=[CH:39][CH:38]=[CH:37][CH:36]=2)([C:23]2[CH:28]=[CH:27][CH:26]=[CH:25][CH:24]=2)[C:29]2[CH:30]=[CH:31][CH:32]=[CH:33][CH:34]=2)=[C:19]([C:1](=[O:9])[C:2]([N:42]([CH2:43][CH2:44][NH:45][C:46](=[O:52])[O:47][C:48]([CH3:49])([CH3:50])[CH3:51])[CH2:53][CH2:54][NH:55][C:56](=[O:62])[O:57][C:58]([CH3:61])([CH3:60])[CH3:59])=[O:3])[CH:18]=[N:17]1. Reported procedure: To a solusion of 1,1′-oxalyldiimidazole (1.52 g) in N,N-dimethylformamide (16 ml) was added 1-methyl-N5-trityl-1H-pyrazole-4,5-diamine (1.42 g) under ice-cooling, and the mixture was stirred at room temperature for 1 hour. To the reaction mixture was added a solution of di-tert-butyl [iminobis(2,1-ethanediyl)]biscarbamate (4.55 g) in N,N-dimethylformamide (4 ml) under ice-cooling, and the mixture was stirred at room temperature for 1 day and then allowed to stand at room temperature for 9 days. ...